From a dataset of the Open Reaction Database (ORD), a public repository of structured organic reaction records. describe an organic reaction: reactants, conditions, products, and yield Reactants: O=C([O-])[O-], CCOC(C)=O, CC(C)=O, ClCc1ccc2ccccc2n1, ClCCl, [I-], [K+], [K+], [Na+], O=C1CCOc2ccc(O)cc21. Yields the product O=C1CCOc2ccc(OCc3ccc4ccccc4n3)cc21. RXN SMILES: [C:27](=[O:28])([O-:29])[O-:30].[CH3:33][CH2:34][O:35][C:36]([CH3:37])=[O:38].[CH3:42][C:43](=[O:44])[CH3:45].[Cl:13][CH2:14][c:15]1[n:16][c:17]2[cH:18][cH:19][cH:20][cH:21][c:22]2[cH:23][cH:24]1.[Cl:39][CH2:40][Cl:41].[I-:26].[K+:31].[K+:32].[Na+:25].[OH:1][c:2]1[cH:3][c:4]2[c:9]([cH:10][cH:11]1)[O:8][CH2:7][CH2:6][C:5]2=[O:12]>>[O:1]([c:2]1[cH:3][c:4]2[c:9]([cH:10][cH:11]1)[O:8][CH2:7][CH2:6][C:5]2=[O:12])[CH2:14][c:15]1[n:16][c:17]2[cH:18][cH:19][cH:20][cH:21][c:22]2[cH:23][cH:24]1. Starting materials: C1(\C=C/C(=O)O1)=O (maleic anhydride), [K] (potassium), N(C1=CC=CC=C1)C1=CC=C(C=C1)O (4-anilinophenol), Cl (hydrochloric acid), N(C1=CC=CC=C1)C1=CC=C(C=C1)O (4-anilinophenol), [K] (potassium). Run in O (water), CC(C)([O-])C.[K+] (potassium tert.butoxide), C(C)(C)(C)O (tert.butyl alcohol). Conditions: time 2 hour. Yields the product C(\C=C/C(=O)O)(=O)OC1=CC=C(C=C1)NC1=CC=CC=C1 (4-Anilinophenyl hydrogen maleate). Reaction SMILES: [C:1]1(=[O:7])[O:6][C:4](=[O:5])[CH:3]=[CH:2]1.[K].[NH:9]([C:16]1[CH:21]=[CH:20][C:19]([OH:22])=[CH:18][CH:17]=1)[C:10]1[CH:15]=[CH:14][CH:13]=[CH:12][CH:11]=1.Cl>CC(C)([O-])C.[K+].O.C(O)(C)(C)C>[C:4]([O:22][C:19]1[CH:18]=[CH:17][C:16]([NH:9][C:10]2[CH:15]=[CH:14][CH:13]=[CH:12][CH:11]=2)=[CH:21][CH:20]=1)(=[O:5])/[CH:3]=[CH:2]\[C:1]([OH:6])=[O:7] |f:4.5,^1:7|. Procedure details: 4-Anilinophenyl hydrogen maleate was prepared by adding 10 grams of maleic anhydride to a solution of the potassium salt of 4-anilinophenol which was prepared by dissolving 18.5 grams of 4-anilinophenol in a solution of potassium tert.butoxide prepared by reacting 3.9 grams of potassium with 75 milliliters of tert.butyl alcohol. The reaction mixture was stirred for two hours at 65°-70° C. and was then poured into a solution of 12 milliliters of concentrated hydrochloric acid in 138 milliliters o... Reported procedure: This compound was prepared in the same manner as in Reference Example 1 (step 7), except that 4-(1-methylpiperidin-4-ylmethyl)-3-trifluoromethylbenzoic acid obtained in the step 2 was used, and that treatment after the reaction was that thionyl chloride was distilled off under reduced pressure, and then the operation of adding of toluene to the residue, followed by azeotropic removal of thionyl chloride was repeated twice. As a reaction SMILES: [CH3:1][N:2]1[CH2:7][CH2:6][CH:5]([CH2:8][C:9]2[CH:17]=[CH:16][C:12]([C:13](O)=[O:14])=[CH:11][C:10]=2[C:18]([F:21])([F:20])[F:19])[CH2:4][CH2:3]1.S(Cl)([Cl:24])=O>>[ClH:24].[CH3:1][N:2]1[CH2:7][CH2:6][CH:5]([CH2:8][C:9]2[CH:17]=[CH:16][C:12]([C:13]([Cl:24])=[O:14])=[CH:11][C:10]=2[C:18]([F:21])([F:20])[F:19])[CH2:4][CH2:3]1 |f:2.3|. The product is Cl.CN1CCC(CC1)CC1=C(C=C(C(=O)Cl)C=C1)C(F)(F)F (4-(1-methylpiperidin-4-ylmethyl)-3-trifluoromethylbenzoyl chloride hydrochloride). Starting materials: CN1CCC(CC1)CC1=C(C=C(C(=O)O)C=C1)C(F)(F)F (4-(1-methylpiperidin-4-ylmethyl)-3-trifluoromethylbenzoic acid), S(=O)(Cl)Cl (thionyl chloride). Reactants: C(C)(C)(C)OC(=O)N1C(=CC2=CC(=CC=C12)C(O[SiH2]C(C)C)(C)C)C1=NNC2=CC(=CC=C12)Cl (2-(6-Chloro-1H-indazol-3-yl)-5-(isopropyl-dimethyl-silanyloxymethyl)-indole-1-carboxylic acid tert-butyl ester), OP(=O)(O)[O-].[Na+] (sodium phosphate monobasic), Cl(=O)[O-].[Na+] (sodium chlorite), C(=O)C=1C=C2C=C(N(C2=CC1)C(=O)OC(C)(C)C)C1=NNC2=CC=CC=C12 (tert-butyl 5-formyl-2-(1H-indazol-3-yl)-1H-indole-1-carboxylate), CC(C)=CC (2-methyl-2-butene), solution, OP(=O)(O)[O-].[Na+] (sodium phosphate monobasic), Cl(=O)[O-].[Na+] (sodium chlorite). Reagents/catalysts: [O-2].[O-2].[Mn+4] (manganese dioxide), [O-2].[O-2].[Mn+4] (manganese dioxide). Solvent: ClCCl (dichloromethane), C(C)(C)(C)O (t-Butanol). Conditions: time 1 hour. The product is C(C)(C)(C)OC(=O)N1C(=CC2=CC(=CC=C12)C(=O)O)C1=NNC2=CC(=CC=C12)Cl (2-(6-Chloro-1H-indazol-3-yl)-indole-1,5-dicarboxylic acid 1-tert-butyl ester). RXN SMILES: [C:1]([O:5][C:6]([N:8]1[C:16]2[C:11](=[CH:12][C:13]([C:17](C)(C)[O:18][SiH2]C(C)C)=[CH:14][CH:15]=2)[CH:10]=[C:9]1[C:25]1[C:33]2[C:28](=[CH:29][C:30]([Cl:34])=[CH:31][CH:32]=2)[NH:27][N:26]=1)=[O:7])([CH3:4])([CH3:3])[CH3:2].C(C1C=C2C(=CC=1)N(C(OC(C)(C)C)=O)C(C1C3C(=CC=CC=3)NN=1)=C2)=[O:36].CC(=CC)C.OP([O-])(O)=O.[Na+].Cl([O-])=O.[Na+]>ClCCl.C(O)(C)(C)C.[O-2].[O-2].[Mn+4]>[C:1]([O:5][C:6]([N:8]1[C:16]2[C:11](=[CH:12][C:13]([C:17]([OH:36])=[O:18])=[CH:14][CH:15]=2)[CH:10]=[C:9]1[C:25]1[C:33]2[C:28](=[CH:29][C:30]([Cl:34])=[CH:31][CH:32]=2)[NH:27][N:26]=1)=[O:7])([CH3:3])([CH3:2])[CH3:4] |f:3.4,5.6,9.10.11|. Procedure details: A solution of the alcohol 4-3 (210 mg, 0.528 mmol) in dichloromethane was treated with manganese dioxide (229 mg, 2.64 mmol) and heated to reflux where it remained for 1 h. Five additional equivalents of manganese dioxide were added and the reaction was maintained at reflux for 1 h. The excess manganese dioxide was filtered through Celite and the filter cake was washed with ethyl acetate (40 ml) and methanol (40 ml). The filtrate was concentrated in vacuo to a brown oil (4-4). A solution of the ... The reactants are oil, CC(C)O (propan-2-ol), ClC1=CC=C(CC#N)C=C1 (4-chlorobenzyl cyanide), BrCCCBr (1,3-dibromopropane), [H-].[Na+] (sodium hydride). Run in CS(=O)C (dimethylsulphoxide), O (water), CS(=O)C (dimethyl sulphoxide). Reaction conditions: time 2 hour. Yields the product ClC1=CC=C(C=C1)C1(CCC1)C#N (1-(4-chlorophenyl)-1-cyclobutanecarbonitrile). RXN SMILES: [Cl:1][C:2]1[CH:10]=[CH:9][C:5]([CH2:6][C:7]#[N:8])=[CH:4][CH:3]=1.Br[CH2:12][CH2:13][CH2:14]Br.[H-].[Na+].CC(O)C>CS(C)=O.O>[Cl:1][C:2]1[CH:10]=[CH:9][C:5]([C:6]2([C:7]#[N:8])[CH2:14][CH2:13][CH2:12]2)=[CH:4][CH:3]=1 |f:2.3|. Procedure: A solution of 4-chlorobenzyl cyanide (10 g) and 1,3-dibromopropane (7.5 ml) in dry dimethyl sulphoxide (12 ml) was added dropwise under nitrogen to a stirred mixture of sodium hydride (3.6 g) dispersed in mineral oil (3,6 g) and dimethylsulphoxide (70 ml) at a temperature in the range 30° to 35° C. The mixture was stirred at room temperature for two hours and then propan-2-ol (10 ml) and water (150 ml) were added dropwise. The mixture was filtered through a diatomaceous earth sold under the Regi...